describe an organic reaction: reactants, conditions, products, and yield From a dataset of the Open Reaction Database (ORD), a public repository of structured organic reaction records. Starting materials: CO, O=CNc1ccccc1, Cl, Nc1ccccc1, [Na], Cc1ccccc1C. The product is O=CNc1ccccc1. As a reaction SMILES: [CH3:8][OH:9].[CH:19]([NH:20][c:21]1[cH:22][cH:23][cH:24][cH:25][cH:26]1)=[O:27].[ClH:18].[NH2:1][c:2]1[cH:3][cH:4][cH:5][cH:6][cH:7]1.[Na:28].[c:10]1([CH3:11])[c:12]([CH3:13])[cH:14][cH:15][cH:16][cH:17]1>>[NH:1]([c:2]1[cH:3][cH:4][cH:5][cH:6][cH:7]1)[CH:8]=[O:9]. Reactants: COCCO (2-methoxy-ethanol), C(=O)([O-])[O-].[Na+].[Na+] (Na2CO3), C(C)(C)(C)C=1C=C(N(N1)C1=CC=C(C=C1)CO)NC(=O)NC1=C(C=C(C=C1)OC1=CC(=NC=C1)C)F (1-[5-tert-butyl-2-(4-hydroxymethyl-phenyl)-2H-pyrazol-3-yl]-3-[2-fluoro-4-(2-methyl-pyridin-4-yloxy)-phenyl)-urea), C(=O)([O-])[O-].[K+].[K+] (K2CO3), CS(=O)(=O)Cl (methanesulfonyl chloride). Run in CCOC(=O)C (EtOAc), C1CCOC1 (THF). Conditions: time 1 day. The product is C(C)(C)(C)C=1C=C(N(N1)C1=CC=C(C=C1)COCCOC)NC(=O)NC1=C(C=C(C=C1)OC1=CC(=NC=C1)C)F (1-{5-tert-Butyl-2-[4-(2-methoxy-ethoxymethyl)-phenyl]-2H-pyrazol-3-yl}-3-[2-fluoro-4-(2-methyl-pyridin-4-yloxy)-phenyl]-urea). Reaction SMILES: [C:1]([C:5]1[CH:6]=[C:7]([NH:18][C:19]([NH:21][C:22]2[CH:27]=[CH:26][C:25]([O:28][C:29]3[CH:34]=[CH:33][N:32]=[C:31]([CH3:35])[CH:30]=3)=[CH:24][C:23]=2[F:36])=[O:20])[N:8]([C:10]2[CH:15]=[CH:14][C:13]([CH2:16][OH:17])=[CH:12][CH:11]=2)[N:9]=1)([CH3:4])([CH3:3])[CH3:2].C([O-])([O-])=O.[K+].[K+].CS(Cl)(=O)=O.[CH3:48][O:49][CH2:50][CH2:51]O.C([O-])([O-])=O.[Na+].[Na+]>C1COCC1.CCOC(C)=O>[C:1]([C:5]1[CH:6]=[C:7]([NH:18][C:19]([NH:21][C:22]2[CH:27]=[CH:26][C:25]([O:28][C:29]3[CH:34]=[CH:33][N:32]=[C:31]([CH3:35])[CH:30]=3)=[CH:24][C:23]=2[F:36])=[O:20])[N:8]([C:10]2[CH:15]=[CH:14][C:13]([CH2:16][O:17][CH2:51][CH2:50][O:49][CH3:48])=[CH:12][CH:11]=2)[N:9]=1)([CH3:4])([CH3:3])[CH3:2] |f:1.2.3,6.7.8|. Reported procedure: To a solution of 1-[5-tert-butyl-2-(4-hydroxymethyl-phenyl)-2H-pyrazol-3-yl]-3-[2-fluoro-4-(2-methyl-pyridin-4-yloxy)-phenyl)-urea (170 mg, 0.35 mmol) in anhydrous THF was added K2CO3 (52 mg, 0.38 mmol) followed by methanesulfonyl chloride (30 μL, 0.38 mmol). The mixture was stirred at room temperature for one day, and then 2-methoxy-ethanol (213 mg, 3.5 mmol) was added. The mixture was stirred at room temperature overnight, then EtOAc was added followed by saturated Na2CO3. The organic layer wa... Reactants: OCC1=NN2C(NC=3C=CC=CC3C2=C1)=O (2-(Hydroxymethyl)pyrazolo[1,5-c]quinazolin-5(6H)-one), resultant solution. The solvent is C(CCC)(=O)O (n-butyric acid). Yields the product C(CCC)OCC1=NN2C(NC=3C=CC=CC3C2=C1)=O (2-(n-Butyloxymethyl)pyrazolo[1,5-c]quinazolin-5(6H)-one). Isolated yield 148.5%. Reaction SMILES: [OH:1][CH2:2][C:3]1[CH:15]=[C:14]2[N:5]([C:6](=[O:16])[NH:7][C:8]3[CH:9]=[CH:10][CH:11]=[CH:12][C:13]=32)[N:4]=1>C(O)(=O)CCC>[CH2:2]([O:1][CH2:2][C:3]1[CH:15]=[C:14]2[N:5]([C:6](=[O:16])[NH:7][C:8]3[CH:9]=[CH:10][CH:11]=[CH:12][C:13]=32)[N:4]=1)[CH2:3][CH2:15][CH3:14]. Procedure details: 2-(Hydroxymethyl)pyrazolo[1,5-c]quinazolin-5(6H)-one (3.0 g, 0.0139 mole) is suspended in 250 ml of n-butyric acid and refluxed overnight under nitrogen. The resultant solution is stripped to a solid which is crystallized from a mixture of ethyl acetate-absolute ethanol to give 2.8 g of product (71% yield), m.p. 170°-172°. An analytical sample is prepared by recrystallizing the above material from ethyl acetate-absolute ethanol (1:4) to give 2.5 g of pure title compound, m.p. 170°-172°. Reactants: FC1=C(C=CC=C1OC)S(=O)(=O)C1=CC=C(C=C1)\C=C\C1=CC=C(C=C1)F (2-fluoro-1-({4-[(E)-2-(4-fluorophenyl)vinyl]phenyl}sulfonyl)-3-methoxybenzene), C[O-].[Na+] (sodium methoxide), C[O-].[Na+] (sodium methoxide). Run at temperature 150 celsius, time 30 minute. The product is FC1=CC=C(C=C1)/C=C/C1=CC=C(C=C1)S(=O)(=O)C1=C(C(=CC=C1)OC)OC (1-({4-[(E)-2-(4-fluorophenyl)vinyl]phenyl}sulfonyl)-2,3-dimethoxybenzene). RXN SMILES: F[C:2]1[C:7]([O:8][CH3:9])=[CH:6][CH:5]=[CH:4][C:3]=1[S:10]([C:13]1[CH:18]=[CH:17][C:16](/[CH:19]=[CH:20]/[C:21]2[CH:26]=[CH:25][C:24]([F:27])=[CH:23][CH:22]=2)=[CH:15][CH:14]=1)(=[O:12])=[O:11].[CH3:28][O-:29].[Na+]>>[F:27][C:24]1[CH:23]=[CH:22][C:21](/[CH:20]=[CH:19]/[C:16]2[CH:17]=[CH:18][C:13]([S:10]([C:3]3[CH:4]=[CH:5][CH:6]=[C:7]([O:8][CH3:9])[C:2]=3[O:29][CH3:28])(=[O:11])=[O:12])=[CH:14][CH:15]=2)=[CH:26][CH:25]=1 |f:1.2|. Procedure details: A mixture of 2-fluoro-1-({4-[(E)-2-(4-fluorophenyl)vinyl]phenyl}sulfonyl)-3-methoxybenzene (Example 192, 45 mg, 0.116 mmol) and sodium methoxide (0.5M in methanol, 1 mL) was heated to 150° C. for 10 minutes in a microwave reactor. A further 0.5 mL sodium methoxide was added and heating continued at 150° C. for 30 minutes. The cooled reaction mixture was partitioned between water and ethyl acetate. The organic layer was washed with brine, dried over MgSO4 and concentrated in vacuo. The residue wa... Starting materials: BrC1=CC=C(C=C1)[C@H](C)N1C(O[C@](CC1)(C1=CC=CC=C1)CCN1S(CCC1)(=O)=O)=O ((S)-3-((S)-1-(4-bromophenyl)ethyl)-6-(2-(1,1-dioxo-isothiazolidin-2-yl)ethyl)-6-phenyl-1,3-oxazinan-2-one), CC1=NC=CC(=C1)B(O)O (2-methylpyridine-4-boronic acid). Product: O=S1(N(CCC1)CC[C@@]1(CCN(C(O1)=O)[C@@H](C)C1=CC=C(C=C1)C1=CC(=NC=C1)C)C1=CC=CC=C1)=O ((S)-6-(2-(1,1-dioxo-isothiazolidin-2-yl)ethyl)-3-((S)-1-(4-(2-methylpyridin-4-yl)phenyl)ethyl)-6-phenyl-1,3-oxazinan-2-one). As a reaction SMILES: Br[C:2]1[CH:7]=[CH:6][C:5]([C@@H:8]([N:10]2[CH2:15][CH2:14][C@:13]([CH2:22][CH2:23][N:24]3[CH2:28][CH2:27][CH2:26][S:25]3(=[O:30])=[O:29])([C:16]3[CH:21]=[CH:20][CH:19]=[CH:18][CH:17]=3)[O:12][C:11]2=[O:31])[CH3:9])=[CH:4][CH:3]=1.[CH3:32][C:33]1[CH:38]=[C:37](B(O)O)[CH:36]=[CH:35][N:34]=1>>[O:29]=[S:25]1(=[O:30])[CH2:26][CH2:27][CH2:28][N:24]1[CH2:23][CH2:22][C@@:13]1([C:16]2[CH:21]=[CH:20][CH:19]=[CH:18][CH:17]=2)[O:12][C:11](=[O:31])[N:10]([C@H:8]([C:5]2[CH:6]=[CH:7][C:2]([C:37]3[CH:36]=[CH:35][N:34]=[C:33]([CH3:32])[CH:38]=3)=[CH:3][CH:4]=2)[CH3:9])[CH2:15][CH2:14]1. Reported procedure: The title compound was prepared from (S)-3-((S)-1-(4-bromophenyl)ethyl)-6-(2-(1,1-dioxo-isothiazolidin-2-yl)ethyl)-6-phenyl-1,3-oxazinan-2-one and 2-methylpyridine-4-boronic acid following a procedure analogous to that described in Example 1 Step 2. LC-MS Method 2 tR=0.984, m/z=520.1; 1H NMR (CDCl3) 1.52 (d, 3H), 2.11-2.29 (m, 5H), 2.32 (m, 2H), 2.81 (s, 3H), 2.83-2.96 (m, 2H), 2.98-3.08 (m, 3H), 3.11-3.22 (m, 2H), 5.67 (m, 1H), 7.06 (d, 2H), 7.24-7.36 (m, 5H), 7.38 (d, 2H), 7.61 (s, 1H), 7.69 (... Starting materials: FC1=CC=C(C=N1)C(C)O (1-(6-fluoropyridin-3-yl)ethanol), CS(=O)(=O)Cl (methanesulfonyl chloride), N1CCOCC1 (morpholine). Run in C(Cl)Cl (DCM), CCN(CC)CC (Et3N), C(Cl)Cl (DCM), CCN(CC)CC (Et3N), C1CCOC1 (THF), O (Water), O (water). Conditions: temperature 0 celsius, time 30 minute. The product is FC1=CC=C(C=N1)C(C)N1CCOCC1 (4-(1-(6-fluoropyridin-3-yl)ethyl)morpholine). Yield: 85.2%. Reaction SMILES: [F:1][C:2]1[N:7]=[CH:6][C:5]([CH:8](O)[CH3:9])=[CH:4][CH:3]=1.CS(Cl)(=O)=O.[NH:16]1[CH2:21][CH2:20][O:19][CH2:18][CH2:17]1>C(Cl)Cl.O.C1COCC1.CCN(CC)CC>[F:1][C:2]1[N:7]=[CH:6][C:5]([CH:8]([N:16]2[CH2:21][CH2:20][O:19][CH2:18][CH2:17]2)[CH3:9])=[CH:4][CH:3]=1. Procedure details: To a stirred solution of 1-(6-fluoropyridin-3-yl)ethanol (2.30 g, 16.3 mmol) and Et3N (4.52 mL, 32.6 mmol) in DCM (50 mL) in 500 mL round-bottomed flask, methanesulfonyl chloride (Aldrich, 1.30 mL, 16.8 mmol) was added dropwise at 0° C. The mixture was stirred at 0° C. for 30 min. Water (50 mL) was added and the layers were separated. The aqueous phase was extracted with DCM (2×30 mL). The combined organic phases were dried over sodium sulfate, filtered and concentrated in vacuo to afford cloudy... The reactants are Cl (hydrochloric acid), ClC1=NC=C(C(=O)O)C=C1[N+](=O)[O-] (6-chloro-5-nitro-nicotinic acid), C(C)OC(CN1CCNCC1)=O (piperazin-1-yl-acetic acid ethyl ester), O (water). Run in CN(C=O)C (N,N-dimethylformamide). Reaction conditions: temperature 130 celsius. The product is C(C)OC(=O)CC1CCN(CC1)C1=NC=C(C=C1[N+](=O)[O-])C(=O)O (4-ethoxycarbonylmethyl-3′-nitro-3,4,5,6-tetrahydro-2H-[1,2′]bipyridinyl-5′-carboxylic acid). The yield is 162.2%. RXN SMILES: Cl[C:2]1[C:10]([N+:11]([O-:13])=[O:12])=[CH:9][C:5]([C:6]([OH:8])=[O:7])=[CH:4][N:3]=1.[CH2:14]([O:16][C:17](=[O:25])[CH2:18]N1CCNCC1)[CH3:15].O.Cl>CN(C)C=O>[CH2:14]([O:16][C:17]([CH2:18][CH:9]1[CH2:5][CH2:4][N:3]([C:2]2[C:10]([N+:11]([O-:13])=[O:12])=[CH:9][C:5]([C:6]([OH:8])=[O:7])=[CH:4][N:3]=2)[CH2:2][CH2:10]1)=[O:25])[CH3:15]. Procedure details: A mixture of 2.00 g (9.87 mmol) of 6-chloro-5-nitro-nicotinic acid and 2.03 g (11.8 mmol) of piperazin-1-yl-acetic acid ethyl ester in N,N-dimethylformamide (10 mL) are heated to 130° C. in a microwave reactor for 1 hour. The resulting dark mixture is poured into water which forms a precipitate. The pH of the mixture is adjusted to approximately pH 2 by adding concentrated hydrochloric acid. The precipitated solid is collected by filtration, washed with water, and dried under reduced pressure to...